From a dataset of the Open Reaction Database (ORD), a public repository of structured organic reaction records. describe an organic reaction: reactants, conditions, products, and yield Starting materials: FC1=C(CONC2[C@@](CCCC2)(C(NC)=S)C=2C=NC=CC2)C(=C(C(=C1F)F)F)F ((-)-(S)-2-(2,3,4,5, 6-pentafluorobenzyloxyamino)-N-methyl-1-(3-pyridyl)cyclohexanecarbothioamide), crude product. Solvent: C(Cl)(Cl)Cl.CO (chloroform methanol). Yields the product FC1=C(CON[C@H]2[C@@](CCCC2)(C(NC)=S)C=2C=NC=CC2)C(=C(C(=C1F)F)F)F ((1S,2R)-2-(2,3,4,5,6-pentafluoro-benzyloxyamino)-N-methyl-1-(3-pyridyl)cyclohexanecarbothioamide). Reaction SMILES: [F:1][C:2]1[C:26]([F:27])=[C:25]([F:28])[C:24]([F:29])=[C:23]([F:30])[C:3]=1[CH2:4][O:5][NH:6][CH:7]1[CH2:12][CH2:11][CH2:10][CH2:9][C@@:8]1([C:17]1[CH:18]=[N:19][CH:20]=[CH:21][CH:22]=1)[C:13](=[S:16])[NH:14][CH3:15]>C(Cl)(Cl)Cl.CO>[F:1][C:2]1[C:26]([F:27])=[C:25]([F:28])[C:24]([F:29])=[C:23]([F:30])[C:3]=1[CH2:4][O:5][NH:6][C@@H:7]1[CH2:12][CH2:11][CH2:10][CH2:9][C@@:8]1([C:17]1[CH:18]=[N:19][CH:20]=[CH:21][CH:22]=1)[C:13](=[S:16])[NH:14][CH3:15] |f:1.2|. Procedure details: Prepared from (-)-(S)-2-(2,3,4,5, 6-pentafluorobenzyloxyamino)-N-methyl-1-(3-pyridyl)cyclohexanecarbothioamide (0.49 g) as described in Example 1. The crude product was subjected to flash chromatography on silica gel eluting with chloroform/methanol: 98.5/1.5 to give (1S,2R)-2-(2,3,4,5,6-pentafluoro-benzyloxyamino)-N-methyl-1-(3-pyridyl)cyclohexanecarbothioamide, a yellow solid (0.34 g, 69%), m.p. 57°-60°. Found: C, 53.7; H, 4.37; N, 9.5%; C20H20F5N3OS requires C, 53.9; H, 4.53; N, 9.43%. Reactants: CCOC(=O)CN1CCc2ccc(N)cc2C1, COC(=O)c1cccc(NC(=O)CN2N=C(C3CCCCC3)c3ccccc3N(CC(=O)C(C)(C)C)C2=O)c1. Product: CCOC(=O)CN1N=C(C2CCCCC2)c2ccccc2N(CC(=O)C(C)(C)C)C1=O. Reaction SMILES: [CH2:40]([CH3:41])[O:42][C:43](=[O:44])[CH2:45][N:46]1[CH2:47][CH2:48][c:49]2[c:50]([cH:51][c:52]([NH2:53])[cH:54][cH:55]2)[CH2:56]1.[CH3:1][O:2][C:3](=[O:4])[c:5]1[cH:6][cH:7][cH:8][c:9]([NH:10][C:11]([CH2:12][N:13]2[C:14](=[O:37])[N:15]([CH2:30][C:31]([C:32]([CH3:33])([CH3:34])[CH3:35])=[O:36])[c:16]3[c:17]([cH:26][cH:27][cH:28][cH:29]3)[C:18]([CH:20]3[CH2:21][CH2:22][CH2:23][CH2:24][CH2:25]3)=[N:19]2)=[O:38])[cH:39]1>>[C:11]([CH2:12][N:13]1[C:14](=[O:37])[N:15]([CH2:30][C:31]([C:32]([CH3:33])([CH3:34])[CH3:35])=[O:36])[c:16]2[c:17]([cH:26][cH:27][cH:28][cH:29]2)[C:18]([CH:20]2[CH2:21][CH2:22][CH2:23][CH2:24][CH2:25]2)=[N:19]1)(=[O:38])[O:42][CH2:40][CH3:41]. Reactants: C[Si](C)(C)CCOCn1nc(I)c2cc(Br)cnc21, C1CCOC1, ClCCl, OB(O)c1ccccc1OC(F)(F)F. Yields the product C[Si](C)(C)CCOCn1nc(-c2ccccc2OC(F)(F)F)c2cc(Br)cnc21. As a reaction SMILES: [Br:1][c:2]1[cH:3][c:4]2[c:5]([n:6][cH:7]1)[n:8]([CH2:12][O:13][CH2:14][CH2:15][Si:16]([CH3:17])([CH3:18])[CH3:19])[n:9][c:10]2[I:11].[CH2:37]1[O:38][CH2:39][CH2:40][CH2:41]1.[Cl:34][CH2:35][Cl:36].[F:20][C:21]([O:22][c:23]1[c:24]([B:29]([OH:30])[OH:31])[cH:25][cH:26][cH:27][cH:28]1)([F:32])[F:33]>>[Br:1][c:2]1[cH:3][c:4]2[c:5]([n:6][cH:7]1)[n:8]([CH2:12][O:13][CH2:14][CH2:15][Si:16]([CH3:17])([CH3:18])[CH3:19])[n:9][c:10]2-[c:24]1[c:23]([O:22][C:21]([F:20])([F:32])[F:33])[cH:28][cH:27][cH:26][cH:25]1. The reactants are ClC1=C(C(=O)NC(=O)OC2=CC=C(C=C2)[N+](=O)[O-])C(=CC=C1)F (2-chloro-6-fluorobenzamidocarboxylic acid, 4-nitrophenyl ester), ClC=1C=CC(=NC1)N (5-chloro-2-aminopyridine). The product is ClC1=C(C(=O)NC(=O)NC2=NC=C(C=C2)Cl)C(=CC=C1)F (1-(2-CHLORO-6-FLUOROBENZOYL)-3-(5-CHLORO-2-PYRIDINYL)UREA). As a reaction SMILES: [Cl:1][C:2]1[CH:22]=[CH:21][CH:20]=[C:19]([F:23])[C:3]=1[C:4]([NH:6][C:7]([O:9]C1C=CC([N+]([O-])=O)=CC=1)=O)=[O:5].[Cl:24][C:25]1[CH:26]=[CH:27][C:28]([NH2:31])=[N:29][CH:30]=1>>[Cl:1][C:2]1[CH:22]=[CH:21][CH:20]=[C:19]([F:23])[C:3]=1[C:4]([NH:6][C:7]([NH:31][C:28]1[CH:27]=[CH:26][C:25]([Cl:24])=[CH:30][N:29]=1)=[O:9])=[O:5]. Reported procedure: A portion of 2-chloro-6-fluorobenzamidocarboxylic acid, 4-nitrophenyl ester, is combined with a portion of 5-chloro-2-aminopyridine in an inert organic solvent. The reaction mixture is stirred at elevated temperature for a period of time, and is then evaporated under vacuum. The product named in the heading above, identical to the product of Example 3, is isolated by recrystallization. Starting materials: C1OC2(C(C(CC2)CC=O)C\C=C/CC)OC1 (1,1-ethylenedioxy-3-formylmethyl-2-(cis-2-n-pentenyl)-cyclopentane), O1CCOCC1 (dioxane), C1(=CC=C(C=C1)S(=O)(=O)O)C (para-toluenesulphonic acid). Run in O (water), O (water). The product is C(=O)CC1C(C(CC1)=O)C\C=C/CC (3-formylmethyl-2-(cis-2-n-pentenyl)-1-cyclopentanone). The yield is 47.9%. RXN SMILES: C1CO[C:3]2([CH2:7][CH2:6][CH:5]([CH2:8][CH:9]=[O:10])[CH:4]2[CH2:11]/[CH:12]=[CH:13]\[CH2:14][CH3:15])[O:2]1.O1CCOCC1.C1(C)C=CC(S(O)(=O)=O)=CC=1>O>[CH:9]([CH2:8][CH:5]1[CH2:6][CH2:7][C:3](=[O:2])[CH:4]1[CH2:11]/[CH:12]=[CH:13]\[CH2:14][CH3:15])=[O:10]. Procedure: A mixture of 47.6 g of 1,1-ethylenedioxy-3-formylmethyl-2-(cis-2-n-pentenyl)-cyclopentane, 80 ml of dioxane, 64 ml of water and 0.38 g para-toluenesulphonic acid is refluxed for 3 hours. It is then cooled, 120 ml of water added and extracted three times with 100 ml of benzene. The benzene solutions are washed to neutrality and concentrated under reduced pressure. There is obtained a crude product which is carefully rectified to yield 18.6 g of pure 3-formylmethyl-2-(cis-2-n-pentenyl)-1-cyclopent... Reactants: CCCC(CO)CCC, ClC(Cl)Cl, Cl, Cc1ccc(S(=O)(=O)O)cc1, c1ccncc1. Product: CCCC(CCC)COS(=O)(=O)c1ccc(C)cc1. Reaction SMILES: [CH2:1]([CH2:2][CH3:3])[CH:4]([CH2:5][OH:6])[CH2:7][CH2:8][CH3:9].[CH:28]([Cl:29])([Cl:30])[Cl:31].[ClH:27].[c:10]1([CH3:20])[cH:11][cH:12][c:13]([S:16](=[O:17])(=[O:18])[OH:19])[cH:14][cH:15]1.[cH:21]1[cH:22][cH:23][n:24][cH:25][cH:26]1>>[CH2:1]([CH2:2][CH3:3])[CH:4]([CH2:5][O:6][S:16]([c:13]1[cH:12][cH:11][c:10]([CH3:20])[cH:15][cH:14]1)(=[O:17])=[O:18])[CH2:7][CH2:8][CH3:9].